This data is from the Open Reaction Database (ORD), a public repository of structured organic reaction records. The task is: describe an organic reaction: reactants, conditions, products, and yield Reactants: OCC1=NN=CN1C (3-hydroxymethyl-4-methyl-1,2,4-triazole), Cl.NCCS (cysteamine hydrochloride), Br (hydrobromic acid). Product: Br.Br.NCCSCC1=NN=CN1C (3-[(2-aminoethyl)-thiomethyl]-4-methyl-1,2,4-triazole dihydrobromide). As a reaction SMILES: O[CH2:2][C:3]1[N:7]([CH3:8])[CH:6]=[N:5][N:4]=1.Cl.[NH2:10][CH2:11][CH2:12][SH:13].[BrH:14]>>[BrH:14].[BrH:14].[NH2:10][CH2:11][CH2:12][S:13][CH2:2][C:3]1[N:7]([CH3:8])[CH:6]=[N:5][N:4]=1 |f:1.2,4.5.6|. Procedure: Reaction of 3-hydroxymethyl-4-methyl-1,2,4-triazole with cysteamine hydrochloride and hydrobromic acid by the procedure of Example 1 gives 3-[(2-aminoethyl)-thiomethyl]-4-methyl-1,2,4-triazole dihydrobromide, m.p. 175°-177°. Starting materials: OC1=CC=C(C=C1)CC(=O)O (4-hydroxyphenylacetic acid), C=1C=CC2=C(C1)N=NN2O (HOBT), ON1C(CCC1=O)=O (N-hydroxysuccinimide), C(CCl)Cl (EDC). Run in CN(C)C=O (DMF), C(C)(=O)OCC (ethyl acetate). Run at time 30 minute. The product is C1(CCC(N1OC(CC1=CC=C(C=C1)O)=O)=O)=O (4-hydroxyphenylacetic acid succinimidyl ester). Yield: 78.2%. As a reaction SMILES: [OH:1][C:2]1[CH:7]=[CH:6][C:5]([CH2:8][C:9]([OH:11])=[O:10])=[CH:4][CH:3]=1.C1C=CC2N(O)N=NC=2C=1.C(Cl)CCl.O[N:27]1[C:31](=[O:32])[CH2:30][CH2:29][C:28]1=[O:33]>CN(C=O)C.C(OCC)(=O)C>[C:28]1(=[O:33])[N:27]([O:10][C:9](=[O:11])[CH2:8][C:5]2[CH:4]=[CH:3][C:2]([OH:1])=[CH:7][CH:6]=2)[C:31](=[O:32])[CH2:30][CH2:29]1. Reported procedure: To a solution of 4-hydroxyphenylacetic acid (3.0 g, 20 mmol) in DMF was added HOBT (3.7 g, 24 mmol) followed by EDC (4.2 g, 22 mmol) and the mixture was stirred at room temperature for 30 min. N-hydroxysuccinimide (2.3 g, 20 mmol) was added and stirred at room temperature overnight. The resulting mixture was diluted with ethyl acetate (150 ml), extracted with 5% citric acid (2×), saturated NaHCO3 (2×) and brine (1×) and was dried over anhydrous Na2SO4. Following removal of the solvent in vacuo t...